This data is from the Open Reaction Database (ORD), a public repository of structured organic reaction records. The task is: describe an organic reaction: reactants, conditions, products, and yield Reactants: S1N=NC2=C1C(=CC=C2)C(=O)OC (methyl benzo-1,2,3-thiadiazole-7-carboxylate). Reagents/catalysts: [Pd] (palladium-on-charcoal). Run in O1CCOCC1 (dioxane). Yields the product NC=1C(=C(C(=O)OC)C=CC1)S (Methyl 3-amino-2-mercaptobenzoate). Reaction SMILES: [S:1]1[C:5]2[C:6]([C:10]([O:12][CH3:13])=[O:11])=[CH:7][CH:8]=[CH:9][C:4]=2[N:3]=N1>O1CCOCC1.[Pd]>[NH2:3][C:4]1[C:5]([SH:1])=[C:6]([CH:7]=[CH:8][CH:9]=1)[C:10]([O:12][CH3:13])=[O:11]. Procedure: A solution of 1 g of methyl benzo-1,2,3-thiadiazole-7-carboxylate in 40 ml of dioxane is hydrogenated over 0.5 g of palladium-on-charcoal (5%) at 160° C. under an initial pressure of 150 bar. After the starting substance has reacted completely, the catalyst is filtered off and rinsed with dioxane, the filtrate is evaporated, avoiding contact with air, and the residue is purified over silica gel (hexane/ethyl acetate (6:4)). The title compound of melting point 174-175° C. is obtained by this proc... Solvent: ClCCl (dichloromethane). Procedure details: A solution of tert-butyl (3R)-6-cyclohexyl-3-[3-(4-morpholinylcarbonyl)-1,2,4-oxadiazol-5-yl]hexanoate (Preparation 21) (269 mg, 0.62 mmol) in dichloromethane (4 ml) was treated with trifluoroacetic acid (1 ml) and the resulting mixture was stirred at room temperature under a nitrogen atmosphere for 17 hours. The solvent was removed under reduced pressure and the residue azeotroped from toluene to afford the title compound (219 mg). The reactants are C1(CCCCC1)CCC[C@H](CC(=O)OC(C)(C)C)C1=NC(=NO1)C(=O)N1CCOCC1 (tert-butyl (3R)-6-cyclohexyl-3-[3-(4-morpholinylcarbonyl)-1,2,4-oxadiazol-5-yl]hexanoate), FC(C(=O)O)(F)F (trifluoroacetic acid). Conditions: time 17 hour. As a reaction SMILES: [CH:1]1([CH2:7][CH2:8][CH2:9][C@@H:10]([C:19]2[O:23][N:22]=[C:21]([C:24]([N:26]3[CH2:31][CH2:30][O:29][CH2:28][CH2:27]3)=[O:25])[N:20]=2)[CH2:11][C:12]([O:14]C(C)(C)C)=[O:13])[CH2:6][CH2:5][CH2:4][CH2:3][CH2:2]1.FC(F)(F)C(O)=O>ClCCl>[CH:1]1([CH2:7][CH2:8][CH2:9][C@@H:10]([C:19]2[O:23][N:22]=[C:21]([C:24]([N:26]3[CH2:31][CH2:30][O:29][CH2:28][CH2:27]3)=[O:25])[N:20]=2)[CH2:11][C:12]([OH:14])=[O:13])[CH2:6][CH2:5][CH2:4][CH2:3][CH2:2]1. Yield: 93.1%. Product: C1(CCCCC1)CCC[C@H](CC(=O)O)C1=NC(=NO1)C(=O)N1CCOCC1 ((3R)-6-Cyclohexyl-3-[3-(4-morpholinylcarbonyl)-1,2,4-oxadiazol-5-yl]hexanoic acid). Reactants: BrC1=CC=C(C=C1)[C@H](C)N1C(O[C@@](CC1)(CC1(CC1)O)C1=CC=C(C=C1)F)=O ((S)-3-((S)-1-(4-bromophenyl)ethyl)-6-(4-fluorophenyl)-6-((1-hydroxycyclopropyl)methyl)-1,3-oxazinan-2-one), CC1=NC=CC(=C1)B(O)O (2-methylpyridine-4-boronic acid). Product: FC1=CC=C(C=C1)[C@]1(CCN(C(O1)=O)[C@@H](C)C1=CC=C(C=C1)C1=CC(=NC=C1)C)CC1(CC1)O ((S)-6-(4-fluorophenyl)-6-((1-hydroxycyclopropyl)methyl)-3-((S)-1-(4-(2-methylpyridin-4-yl)phenyl)ethyl)-1,3-oxazinan-2-one). Reaction SMILES: Br[C:2]1[CH:7]=[CH:6][C:5]([C@@H:8]([N:10]2[CH2:15][CH2:14][C@@:13]([C:21]3[CH:26]=[CH:25][C:24]([F:27])=[CH:23][CH:22]=3)([CH2:16][C:17]3([OH:20])[CH2:19][CH2:18]3)[O:12][C:11]2=[O:28])[CH3:9])=[CH:4][CH:3]=1.[CH3:29][C:30]1[CH:35]=[C:34](B(O)O)[CH:33]=[CH:32][N:31]=1>>[F:27][C:24]1[CH:25]=[CH:26][C:21]([C@:13]2([CH2:16][C:17]3([OH:20])[CH2:19][CH2:18]3)[O:12][C:11](=[O:28])[N:10]([C@H:8]([C:5]3[CH:6]=[CH:7][C:2]([C:34]4[CH:33]=[CH:32][N:31]=[C:30]([CH3:29])[CH:35]=4)=[CH:3][CH:4]=3)[CH3:9])[CH2:15][CH2:14]2)=[CH:22][CH:23]=1. Reported procedure: The title compound was prepared from (S)-3-((S)-1-(4-bromophenyl)ethyl)-6-(4-fluorophenyl)-6-((1-hydroxycyclopropyl)methyl)-1,3-oxazinan-2-one and 2-methylpyridine-4-boronic acid following a procedure analogous to that described in Example 1 Step 2. LC-MS Method 2 tR=0.996, m/z=461.1; 1H NMR (CDCl3) 0.35 (m, 1H), 0.17 (m, 3H), 0.51 (m, 1H), 0.61 (m, 1H), 1.48 (d, 3H), 2.11 (s, 2H), 2.28 (m, 1H), 2.42 (m, 2H), 2.56 (s, 3H), 2.71 (s, 1H), 2.95 (m, 1H), 5.63 (m, 1H), 6.91 (m, 2H), 6.98 (m, 2H), 7.1...